This data is from the Open Reaction Database (ORD), a public repository of structured organic reaction records. The task is: describe an organic reaction: reactants, conditions, products, and yield Starting materials: CCCOC(=O)Cl, CCOC(=N)N1Cc2ccccc2-c2ccccc2C1. Yields the product CCCOC(=O)N=C(OCC)N1Cc2ccccc2-c2ccccc2C1. Reaction SMILES: [Cl:21][C:22](=[O:23])[O:24][CH2:25][CH2:26][CH3:27].[cH:1]1[cH:2][cH:3][cH:4][c:5]2[c:11]1-[c:10]1[c:9]([cH:15][cH:14][cH:13][cH:12]1)[CH2:8][N:7]([C:16]([O:17][CH2:18][CH3:19])=[NH:20])[CH2:6]2>>[cH:1]1[cH:2][cH:3][cH:4][c:5]2[c:11]1-[c:10]1[c:9]([cH:15][cH:14][cH:13][cH:12]1)[CH2:8][N:7]([C:16]([O:17][CH2:18][CH3:19])=[N:20][C:22](=[O:23])[O:24][CH2:25][CH2:26][CH3:27])[CH2:6]2.